The task is: describe an organic reaction: reactants, conditions, products, and yield. This data is from the Open Reaction Database (ORD), a public repository of structured organic reaction records. Starting materials: Brc1cccc(Br)c1, Cc1ccccc1, [Cu], [K+], [OH-], Oc1ccccc1. RXN SMILES: [Br:1][c:2]1[cH:3][cH:4][cH:5][c:6]([Br:7])[cH:8]1.[CH3:19][c:20]1[cH:21][cH:22][cH:23][cH:24][cH:25]1.[Cu:18].[K+:17].[OH-:16].[OH:9][c:10]1[cH:11][cH:12][cH:13][cH:14][cH:15]1>>[c:2]1([O:9][c:10]2[cH:11][cH:12][cH:13][cH:14][cH:15]2)[cH:3][cH:4][cH:5][c:6]([Br:7])[cH:8]1. Product: Brc1cccc(Oc2ccccc2)c1. Reactants: NO.Cl (NH2OH.HCl), [OH-].[Na+] (NaOH), C(C=1C(N)=CC=CC1)(=O)OC (methyl anthranilate). The solvent is O (water). Reaction conditions: time 3 day. Yields the product ONC(C=1C(N)=CC=CC1)=O (anthranilic acid hydroxylamide). Yield: 85.0%. As a reaction SMILES: [OH-:1].[Na+].[NH2:3]O.Cl.[C:6]([O:15]C)(=O)[C:7]1[C:8](=[CH:10][CH:11]=[CH:12][CH:13]=1)[NH2:9]>O>[OH:1][NH:3][C:6](=[O:15])[C:7]1[C:8](=[CH:10][CH:11]=[CH:12][CH:13]=1)[NH2:9] |f:0.1,2.3|. Procedure: 48 parts of NaOH are introduced into 300 parts of water. 41.6 parts of NH2OH.HCl are added in portions, with cooling, followed by 45.2 parts of methyl anthranilate. After the mixture has been left to stand at room temperature for 3 days, the solution is concentrated and concentrated hydrochloric acid is added to the residue thus obtained until the pH is 6. After the mixture has been filtered and the filtrate has been washed with ethanol, anthranilic acid hydroxylamide is obtained as colourless c... The yield is 100.0%. Reported procedure: To a mixture of 0.33 mmol 5-fluoro-6-trifluoromethyl-2-trityl-2,3-dihydro-1H-isoindole in 1.5 methanol and 1.5 ml chloroform at 0° C. was added dropwise 1.63 mmol trifluoroacetic acid and the mixture was then stirred at RT for 3 h before being concentrated in vacuo to afford the title compound as a yellow solid (100% yield). EI-MS (m/e): 206.1 ([M+H]+, 100%). The product is FC(C(=O)O)(F)F.FC=1C=C2CNCC2=CC1C(F)(F)F (5-Fluoro-6-trifluoromethyl-2,3-dihydro-1H-isoindole trifluoroacetate). Run at time 3 hour. The reactants are FC=1C=C2CN(CC2=CC1C(F)(F)F)C(C1=CC=CC=C1)(C1=CC=CC=C1)C1=CC=CC=C1 (5-fluoro-6-trifluoromethyl-2-trityl-2,3-dihydro-1H-isoindole), CO (methanol), FC(C(=O)O)(F)F (trifluoroacetic acid). Solvent: C(Cl)(Cl)Cl (chloroform). Reaction SMILES: [F:1][C:2]1[CH:3]=[C:4]2[C:8](=[CH:9][C:10]=1[C:11]([F:14])([F:13])[F:12])[CH2:7][N:6](C(C1C=CC=CC=1)(C1C=CC=CC=1)C1C=CC=CC=1)[CH2:5]2.CO.[F:36][C:37]([F:42])([F:41])[C:38]([OH:40])=[O:39]>C(Cl)(Cl)Cl>[F:36][C:37]([F:42])([F:41])[C:38]([OH:40])=[O:39].[F:1][C:2]1[CH:3]=[C:4]2[C:8](=[CH:9][C:10]=1[C:11]([F:13])([F:12])[F:14])[CH2:7][NH:6][CH2:5]2 |f:4.5|.